This data is from the Open Reaction Database (ORD), a public repository of structured organic reaction records. The task is: describe an organic reaction: reactants, conditions, products, and yield Starting materials: CC(C)=O, Clc1cc(Cl)ncn1, [Na+], [OH-], O, Oc1ccc2[nH]ccc2c1. Yields the product Clc1cc(Oc2ccc3[nH]ccc3c2)ncn1. RXN SMILES: [CH3:22][C:23](=[O:24])[CH3:25].[Cl:13][c:14]1[n:15][cH:16][n:17][c:18]([Cl:20])[cH:19]1.[Na+:12].[OH-:11].[OH2:21].[OH:1][c:2]1[cH:3][c:4]2[cH:5][cH:6][nH:7][c:8]2[cH:9][cH:10]1>>[O:1]([c:2]1[cH:3][c:4]2[cH:5][cH:6][nH:7][c:8]2[cH:9][cH:10]1)[c:18]1[n:17][cH:16][n:15][c:14]([Cl:13])[cH:19]1. Reactants: CS(=O)(=O)Nc1cc(C(O)CN)ccc1O, O=C1CCN(c2ccc(C(=O)O)cc2)CC1. Product: CS(=O)(=O)Nc1cc(C(O)CNC2CCN(c3ccc(C(=O)O)cc3)CC2)ccc1O. Reaction SMILES: [NH2:17][CH2:18][CH:19]([OH:20])[c:21]1[cH:22][cH:23][c:24]([OH:32])[c:25]([NH:27][S:28](=[O:29])(=[O:30])[CH3:31])[cH:26]1.[O:1]=[C:2]1[CH2:3][CH2:4][N:5]([c:8]2[cH:9][cH:10][c:11]([C:12](=[O:13])[OH:14])[cH:15][cH:16]2)[CH2:6][CH2:7]1>>[CH:2]1([NH:17][CH2:18][CH:19]([OH:20])[c:21]2[cH:22][cH:23][c:24]([OH:32])[c:25]([NH:27][S:28](=[O:29])(=[O:30])[CH3:31])[cH:26]2)[CH2:3][CH2:4][N:5]([c:8]2[cH:9][cH:10][c:11]([C:12](=[O:13])[OH:14])[cH:15][cH:16]2)[CH2:6][CH2:7]1. Starting materials: COc1ccc([Li])cc1 (effective_coupling_partner), COc1ccc2ccccc2c1 (substrate). Reagents/catalysts: SIMes. Reaction conditions: temperature 25 celsius, time 12 hour. Product: COc3ccc(c2ccc1ccccc1c2)cc3. Reactants: B, CCN(CC(=O)N1CCSc2ccc([N+](=O)[O-])cc21)C(=O)OC(C)(C)C, CCOC(C)=O, C1CCOC1, C1CCOC1. The product is CCN(CCN1CCSc2ccc([N+](=O)[O-])cc21)C(=O)OC(C)(C)C. RXN SMILES: [BH3:32].[CH2:1]([CH3:2])[N:3]([C:4]([O:5][C:6]([CH3:7])([CH3:8])[CH3:9])=[O:10])[CH2:11][C:12](=[O:13])[N:14]1[c:15]2[c:16]([cH:20][cH:21][c:22]([N+:24](=[O:25])[O-:26])[cH:23]2)[S:17][CH2:18][CH2:19]1.[CH3:38][CH2:39][O:40][C:41](=[O:42])[CH3:43].[O:27]1[CH2:28][CH2:29][CH2:30][CH2:31]1.[O:33]1[CH2:34][CH2:35][CH2:36][CH2:37]1>>[CH2:1]([CH3:2])[N:3]([C:4]([O:5][C:6]([CH3:7])([CH3:8])[CH3:9])=[O:10])[CH2:11][CH2:12][N:14]1[c:15]2[c:16]([cH:20][cH:21][c:22]([N+:24](=[O:25])[O-:26])[cH:23]2)[S:17][CH2:18][CH2:19]1.